Dataset: the Open Reaction Database (ORD), a public repository of structured organic reaction records. Task: describe an organic reaction: reactants, conditions, products, and yield The reactants are FC1=C(C=C(C=C1)C1=C(C(CC(C1)N1C(CCC1=O)=O)(C)C)/C=C/[C@H]1C[C@@H](CC(O1)=O)O[Si](C1=CC=CC=C1)(C1=CC=CC=C1)C(C)(C)C)C (Trans-(E)-6-{2-{2-(4-fluoro-3-methylphenyl)4-succinimido-6,6-dimethylcyclohexen-1-yl}ethenyl}-4-(t-butyldiphenylsilyloxy)-3,4,5,6-tetrahydro-2H-pyran-2-one), [F-].C(CCC)[N+](CCCC)(CCCC)CCCC (tetrabutylammonium fluoride). The product is FC1=C(C=C(C=C1)C1=C(C(CC(C1)N1C(CCC1=O)=O)(C)C)/C=C/[C@H]1C[C@@H](CC(O1)=O)O)C (Trans-(E)-6-{2-{2-(4-fluoro-3-methylphenyl)-4-succinimido-6,6-dimethylcyclohexen-1-yl}ethenyl}-4-hydroxy-3,4,5, 6-tetrahydro-2H-pyran-2-one). Isolated yield 597.6%. As a reaction SMILES: [F:1][C:2]1[CH:7]=[CH:6][C:5]([C:8]2[CH2:13][CH:12]([N:14]3[C:18](=[O:19])[CH2:17][CH2:16][C:15]3=[O:20])[CH2:11][C:10]([CH3:22])([CH3:21])[C:9]=2/[CH:23]=[CH:24]/[C@@H:25]2[O:30][C:29](=[O:31])[CH2:28][C@@H:27]([O:32][Si](C(C)(C)C)(C3C=CC=CC=3)C3C=CC=CC=3)[CH2:26]2)=[CH:4][C:3]=1[CH3:50].[F-].C([N+](CCCC)(CCCC)CCCC)CCC>>[F:1][C:2]1[CH:7]=[CH:6][C:5]([C:8]2[CH2:13][CH:12]([N:14]3[C:15](=[O:20])[CH2:16][CH2:17][C:18]3=[O:19])[CH2:11][C:10]([CH3:21])([CH3:22])[C:9]=2/[CH:23]=[CH:24]/[C@@H:25]2[O:30][C:29](=[O:31])[CH2:28][C@@H:27]([OH:32])[CH2:26]2)=[CH:4][C:3]=1[CH3:50] |f:1.2|. Procedure: In a manner similar to scheme V, 42 (0.13 gm) was treated with tetrabutylammonium fluoride and the product was purified by SiO2 with 1.5:1 EtOAc:hexanes as the eluent. Concentration in vacuo of the product rich fractions provided 0.51 gm of the product. mp 71°-77° C. Anal. C26H30FNO5 500 0.25 H2 0: Theory C: 67.89; H: 6.68; N: 3.04. Found C: 67.83; H: 6.95; N: 2.90.